From a dataset of the Open Reaction Database (ORD), a public repository of structured organic reaction records. describe an organic reaction: reactants, conditions, products, and yield Reactants: BrC1=CC=C(CC2CC(C=3NC(=CC32)C(=O)OC)=O)C=C1 (methyl 4-(4-bromobenzyl)-6-oxo-1,4,5,6-tetrahydrocyclopenta[b]pyrrole-2-carboxylate), [B][B][B][B][B][B][B][B][B][B] (decaborane). The product is BrC1=CC=C(CC2CCC=3NC(=CC32)C(=O)OC)C=C1 (methyl 4-(4-bromobenzyl)-1,4,5,6-tetrahydrocyclopenta[b]pyrrole-2-carboxylate). RXN SMILES: [Br:1][C:2]1[CH:21]=[CH:20][C:5]([CH2:6][CH:7]2[C:14]3[CH:13]=[C:12]([C:15]([O:17][CH3:18])=[O:16])[NH:11][C:10]=3[C:9](=O)[CH2:8]2)=[CH:4][CH:3]=1.[B][B][B][B][B][B][B][B][B][B]>>[Br:1][C:2]1[CH:3]=[CH:4][C:5]([CH2:6][CH:7]2[C:14]3[CH:13]=[C:12]([C:15]([O:17][CH3:18])=[O:16])[NH:11][C:10]=3[CH2:9][CH2:8]2)=[CH:20][CH:21]=1 |^3:21,30,^1:22,23,24,25,26,27,28,29|. Reported procedure: The title compound was synthesized in six steps. First, methyl 1H-pyrrole-2-carboxylate (1.0 g, 8 mmol, 1 equiv) in DCE (15 mL) was reacted with 4-bromophenylacetic acid (2.06 g, 9.6 mmol, 1.2 equiv) according to General Procedure 1.2.A to afford methyl 4-(2-(4-bromophenyl)acetyl)-1H-pyrrole-2-carboxylate, which was then BOC-protected according to General Procedure 1.2.B to provide 1-tert-butyl 2-methyl 4-(2-(4-bromophenyl)acetyl)-1H-pyrrole-1,2-dicarboxylate, which was next reacted with 2-tert-... The reactants are Cl (HCl), ClC1=C(C(=CC=C1)Cl)N\C=C(\C=C\C(=O)OC)/C(=O)OC (dimethyl (2E,4Z)-4-{[(2,6-dichlorophenyl)amino]methylene}-2-pentenedioate), C[O-].[Na+] (sodium methoxide). Run in CO (MeOH), CO (MeOH). The product is ClC1=C(C(=CC=C1)Cl)N1C=C(C=CC1=O)C(=O)OC (methyl 1-(2,6-dichlorophenyl)-6-oxo-1,6-dihydro-3-pyridinecarboxylate). Isolated yield 65.2%. RXN SMILES: [Cl:1][C:2]1[CH:7]=[CH:6][CH:5]=[C:4]([Cl:8])[C:3]=1[NH:9]/[CH:10]=[C:11](\[C:18]([O:20][CH3:21])=[O:19])/[CH:12]=[CH:13]/[C:14](OC)=[O:15].C[O-].[Na+].Cl>CO>[Cl:1][C:2]1[CH:7]=[CH:6][CH:5]=[C:4]([Cl:8])[C:3]=1[N:9]1[C:14](=[O:15])[CH:13]=[CH:12][C:11]([C:18]([O:20][CH3:21])=[O:19])=[CH:10]1 |f:1.2|. Procedure details: To a solution of dimethyl (2E,4Z)-4-{[(2,6-dichlorophenyl)amino]methylene}-2-pentenedioate (7.3 g) in MeOH (73 mL) was added 28% sodium methoxide in MeOH (4.3 mL). The mixture was refluxed for 8 hr under a nitrogen atmosphere. The reaction mixture was cooled to room temperature and poured into 1 M HCl (140 ml) at 0° C. The resulting mixture was extracted with EtOAc (70 mL×2). The combined extracts were washed with saturated aqueous NaHCO3 (100 mL) and brine, dried over MgSO4 and filtered. The fi... Reactants: BrC=1C(=NC(=NC1)Cl)Cl (5-bromo-2,4-dichloropyrimidine), NC=1C=C(C=CC1)CCC=1C=C(C=CC1)NC(OC(C)(C)C)=O (tert-butyl {3-[2-(3-aminophenyl)ethyl]phenyl}carbamate). The product is BrC=1C(=NC(=NC1)Cl)NC=1C=C(C=CC1)CCC=1C=C(C=CC1)NC(OC(C)(C)C)=O (tert-Butyl [3-(2-{3-[(5-bromo-2-chloropyrimidin-4-yl)amino]phenyl}ethyl)phenyl]carbamate). Yield: 70.0%. Reaction SMILES: [Br:1][C:2]1[C:3](Cl)=[N:4][C:5]([Cl:8])=[N:6][CH:7]=1.[NH2:10][C:11]1[CH:12]=[C:13]([CH2:17][CH2:18][C:19]2[CH:20]=[C:21]([NH:25][C:26](=[O:32])[O:27][C:28]([CH3:31])([CH3:30])[CH3:29])[CH:22]=[CH:23][CH:24]=2)[CH:14]=[CH:15][CH:16]=1>>[Br:1][C:2]1[C:3]([NH:10][C:11]2[CH:12]=[C:13]([CH2:17][CH2:18][C:19]3[CH:20]=[C:21]([NH:25][C:26](=[O:32])[O:27][C:28]([CH3:30])([CH3:29])[CH3:31])[CH:22]=[CH:23][CH:24]=3)[CH:14]=[CH:15][CH:16]=2)=[N:4][C:5]([Cl:8])=[N:6][CH:7]=1. Reported procedure: This compound was prepared according to the procedure of Example B5, step G using 5-bromo-2,4-dichloropyrimidine and tert-butyl {3-[2-(3-aminophenyl)ethyl]phenyl}carbamate as the starting materials in 70% yield. LCMS calculated for C23H25BrClN4O2 (M+H)+: m/z=503.1, 505.1. Starting materials: [BH4-], O=Cc1ccccc1OCc1ccccc1, CO, [Na+]. Product: OCc1ccccc1OCc1ccccc1. As a reaction SMILES: [BH4-:17].[CH2:1]([c:2]1[cH:3][cH:4][cH:5][cH:6][cH:7]1)[O:8][c:9]1[c:10]([CH:11]=[O:12])[cH:13][cH:14][cH:15][cH:16]1.[CH3:19][OH:20].[Na+:18]>>[CH2:1]([c:2]1[cH:3][cH:4][cH:5][cH:6][cH:7]1)[O:8][c:9]1[c:10]([CH2:11][OH:12])[cH:13][cH:14][cH:15][cH:16]1. Reactants: COc1ccc(S(=O)(=O)N(CCCO[Si](C)(C)C(C)(C)C)c2ccc(Cl)cc2Cc2c(F)cccc2F)cc1OC, CCCC[N+](CCCC)(CCCC)CCCC, [F-], C1CCOC1, O, O, O. Yields the product COc1ccc(S(=O)(=O)N(CCCO)c2ccc(Cl)cc2Cc2c(F)cccc2F)cc1OC. As a reaction SMILES: [C:1]([Si:2]([CH3:3])([CH3:4])[O:6][CH2:7][CH2:8][CH2:9][N:10]([S:11](=[O:12])(=[O:13])[c:14]1[cH:15][c:16]([O:22][CH3:23])[c:17]([O:20][CH3:21])[cH:18][cH:19]1)[c:24]1[c:25]([CH2:31][c:32]2[c:33]([F:39])[cH:34][cH:35][cH:36][c:37]2[F:38])[cH:26][c:27]([Cl:30])[cH:28][cH:29]1)([CH3:5])([CH3:40])[CH3:41].[CH2:46]([N+:47]([CH2:48][CH2:49][CH2:50][CH3:51])([CH2:52][CH2:53][CH2:54][CH3:55])[CH2:56][CH2:57][CH2:58][CH3:59])[CH2:60][CH2:61][CH3:62].[F-:45].[O:63]1[CH2:64][CH2:65][CH2:66][CH2:67]1.[OH2:42].[OH2:43].[OH2:44]>>[OH:6][CH2:7][CH2:8][CH2:9][N:10]([S:11](=[O:12])(=[O:13])[c:14]1[cH:15][c:16]([O:22][CH3:23])[c:17]([O:20][CH3:21])[cH:18][cH:19]1)[c:24]1[c:25]([CH2:31][c:32]2[c:33]([F:39])[cH:34][cH:35][cH:36][c:37]2[F:38])[cH:26][c:27]([Cl:30])[cH:28][cH:29]1. Reactants: Clc1nncc2cc(Br)ccc12, O=C([O-])[O-], CC#N, [K+], [K+], NC(=O)C1CCNCC1. The product is NC(=O)C1CCN(c2nncc3cc(Br)ccc23)CC1. Reaction SMILES: [Br:10][c:11]1[cH:12][c:13]2[cH:14][n:15][n:16][c:17]([Cl:21])[c:18]2[cH:19][cH:20]1.[C:22](=[O:23])([O-:24])[O-:25].[CH3:28][C:29]#[N:30].[K+:26].[K+:27].[NH:1]1[CH2:2][CH2:3][CH:4]([C:5](=[O:6])[NH2:7])[CH2:8][CH2:9]1>>[N:1]1([c:17]2[n:16][n:15][cH:14][c:13]3[cH:12][c:11]([Br:10])[cH:20][cH:19][c:18]32)[CH2:2][CH2:3][CH:4]([C:5](=[O:6])[NH2:7])[CH2:8][CH2:9]1. The reactants are ClC=1SC2=C(N1)C=CC(=C2)C(F)(F)F (2-chloro-6-trifluoromethyl benzothiazole), C[C@@H]1N[C@@H](CNC1)C (cis-2,6-dimethyl piperazine), [Li]CCCC (n-BuLi), C[Si](C)(C)Cl (trimethyl silyl chloride). The solvent is O1CCCC1 (tetrahydrofuran), O1CCCC1 (tetrahydrofuran), O (water). Conditions: time 30 minute. Yields the product CC1N(C(CNC1)C)C=1SC2=C(N1)C=CC(=C2)C(F)(F)F (2-(2,6-dimethyl piperazine-1-yl)-6-trifluoromethyl benzothiazole). Isolated yield 55.3%. Reaction SMILES: [CH3:1][C@H:2]1[CH2:7][NH:6][CH2:5][C@@H:4]([CH3:8])[NH:3]1.[Li]CCCC.C[Si](Cl)(C)C.Cl[C:20]1[S:21][C:22]2[CH:28]=[C:27]([C:29]([F:32])([F:31])[F:30])[CH:26]=[CH:25][C:23]=2[N:24]=1>O1CCCC1.O>[CH3:1][CH:2]1[CH2:7][NH:6][CH2:5][CH:4]([CH3:8])[N:3]1[C:20]1[S:21][C:22]2[CH:28]=[C:27]([C:29]([F:32])([F:31])[F:30])[CH:26]=[CH:25][C:23]=2[N:24]=1. Procedure: To a solution of cis-2,6-dimethyl piperazine (247 mg) in tetrahydrofuran (5 mL) was added n-BuLi (2.67 M hexane solution, 1.62 mL) at −78° C. The mixture was stirred at room temperature for 30 minutes, and trimethyl silyl chloride (0.27 mL) was added thereto. After stirring for 40 minutes, a solution of 2-chloro-6-trifluoromethyl benzothiazole (500 mg) in tetrahydrofuran (2 mL) was added thereto and the mixture was stirred for 2 hours. To the reaction solution was added water and extracted with ... As a reaction SMILES: [C:1]([N:5]([C:2](=[O:3])[O-:4])[CH:9]([CH3:10])[c:11]1[n:12][cH:13][c:14]([F:18])[cH:15][c:16]1[F:17])([CH3:6])([CH3:7])[CH3:8].[Cl:20][CH2:21][Cl:22].[ClH:19].[O:23]1[CH2:24][CH2:25][O:26][CH2:27][CH2:28]1>>[NH2:5][CH:9]([CH3:10])[c:11]1[n:12][cH:13][c:14]([F:18])[cH:15][c:16]1[F:17]. Starting materials: CC(c1ncc(F)cc1F)N(C(=O)[O-])C(C)(C)C, ClCCl, Cl, C1COCCO1. Yields the product CC(N)c1ncc(F)cc1F.